From a dataset of the Open Reaction Database (ORD), a public repository of structured organic reaction records. describe an organic reaction: reactants, conditions, products, and yield Product: CN(C)C(=N)Nc1ccc(F)cc1-c1ccccc1. RXN SMILES: [CH3:16][N:17]([C:18]#[N:19])[CH3:20].[CH3:21][c:22]1[cH:23][c:24]([OH:25])[cH:26][cH:27][cH:28]1.[ClH:1].[NH2:2][c:3]1[c:4](-[c:10]2[cH:11][cH:12][cH:13][cH:14][cH:15]2)[cH:5][c:6]([F:9])[cH:7][cH:8]1>>[NH:2]([c:3]1[c:4](-[c:10]2[cH:11][cH:12][cH:13][cH:14][cH:15]2)[cH:5][c:6]([F:9])[cH:7][cH:8]1)[C:18]([N:17]([CH3:16])[CH3:20])=[NH:19]. The reactants are CN(C)C#N, Cc1cccc(O)c1, Cl, Nc1ccc(F)cc1-c1ccccc1. Reactants: CCOC(=O)C(C)OCc1ccccc1, ClCCl, CC(C)C[AlH]CC(C)C, CO, CCCCCC. The product is CC(C=O)OCc1ccccc1. As a reaction SMILES: [CH2:10]([c:11]1[cH:12][cH:13][cH:14][cH:15][cH:16]1)[O:17][CH:18]([C:19](=[O:20])[O:21][CH2:22][CH3:23])[CH3:24].[CH2:33]([Cl:34])[Cl:35].[CH3:1][CH:2]([CH2:3][AlH:4][CH2:5][CH:6]([CH3:7])[CH3:8])[CH3:9].[CH3:25][OH:26].[CH3:27][CH2:28][CH2:29][CH2:30][CH2:31][CH3:32]>>[CH2:10]([c:11]1[cH:12][cH:13][cH:14][cH:15][cH:16]1)[O:17][CH:18]([CH:19]=[O:20])[CH3:24]. Isolated yield 93.0%. Product: C(C)(C)(C)OC(=O)N1CCC(CC1)OC1=C(C=C2C(=NC=NC2=C1)Cl)OC (7-{[1-(tert-butoxycarbonyl)-piperidin-4-yl]oxy}-4-chloro-6-methoxyquinazoline). Run in ClCCl (dichloromethane). Procedure: A suspension of 4-chloro-7-hydroxy-6-methoxyquinazoline (11.5 g), prepared as described in Example 1, in dichloromethane (250 ml) was treated with triphenylphosphine (21.5 g), 1-(tert-butoxycarbonyl)-4-hydroxypiperidine (13.2 g) and di-tert-butyl azodicarboxylate (19 g) and the mixture stirred at ambient temperature overnight. The crude reaction mixture was concentrated to a third and loaded onto a silica column and eluted using ethyl acetate/petroleum ether (35/65) as solvent. The relevant frac... RXN SMILES: [Cl:1][C:2]1[C:11]2[C:6](=[CH:7][C:8]([OH:14])=[C:9]([O:12][CH3:13])[CH:10]=2)[N:5]=[CH:4][N:3]=1.C1(P(C2C=CC=CC=2)C2C=CC=CC=2)C=CC=CC=1.[C:34]([O:38][C:39]([N:41]1[CH2:46][CH2:45][CH:44](O)[CH2:43][CH2:42]1)=[O:40])([CH3:37])([CH3:36])[CH3:35].N(C(OC(C)(C)C)=O)=NC(OC(C)(C)C)=O>ClCCl>[C:34]([O:38][C:39]([N:41]1[CH2:46][CH2:45][CH:44]([O:14][C:8]2[CH:7]=[C:6]3[C:11]([C:2]([Cl:1])=[N:3][CH:4]=[N:5]3)=[CH:10][C:9]=2[O:12][CH3:13])[CH2:43][CH2:42]1)=[O:40])([CH3:37])([CH3:35])[CH3:36]. Starting materials: C1(=CC=CC=C1)P(C1=CC=CC=C1)C1=CC=CC=C1 (triphenylphosphine), C(C)(C)(C)OC(=O)N1CCC(CC1)O (1-(tert-butoxycarbonyl)-4-hydroxypiperidine), N(=NC(=O)OC(C)(C)C)C(=O)OC(C)(C)C (di-tert-butyl azodicarboxylate), ClC1=NC=NC2=CC(=C(C=C12)OC)O (4-chloro-7-hydroxy-6-methoxyquinazoline). Run at time 8 hour. Starting materials: CC=1NC(=CC1C(=O)OCC)C (2,5-dimethyl-3-carbethoxy-pyrrole), CC1OC(OC(O1)C)C (paraldehyde), crystals. Procedure details: As in Example 32 but using 2,5-dimethyl-3-carbethoxy-pyrrole and paraldehyde. Colourless crystals (75%), m.p. 105°-107° (lit18) 106°-107°). Anal. Calc. for C11H17NO2 : C, 67.66; H, 8.78; N, 7.17. Found: C, 67.54; H, 8.69; N, 7.28. The product is CC=1NC(=C(C1CC)C(=O)OCC)C (2,5-Dimethyl-3-ethyl-4-carbethoxy-pyrrole). RXN SMILES: [CH3:1][C:2]1[NH:3][C:4]([CH3:12])=[CH:5][C:6]=1[C:7]([O:9][CH2:10][CH3:11])=[O:8].[CH3:13][CH:14]1OC(C)OC(C)O1>>[CH3:12][C:4]1[NH:3][C:2]([CH3:1])=[C:6]([C:7]([O:9][CH2:10][CH3:11])=[O:8])[C:5]=1[CH2:13][CH3:14]. Starting materials: COC(=O)COc1ccc(Cl)c2nc(C)c(Sc3ccc(Cl)cc3)c(C)c12, CO, Cl, [Na+], [OH-], O. Yields the product Cc1nc2c(Cl)ccc(OCC(=O)O)c2c(C)c1Sc1ccc(Cl)cc1. RXN SMILES: [CH3:1][O:2][C:3]([CH2:4][O:5][c:6]1[c:7]2[c:8]([CH3:26])[c:9]([S:18][c:19]3[cH:20][cH:21][c:22]([Cl:25])[cH:23][cH:24]3)[c:10]([CH3:17])[n:11][c:12]2[c:13]([Cl:16])[cH:14][cH:15]1)=[O:27].[CH3:28][OH:29].[ClH:32].[Na+:31].[OH-:30].[OH2:33]>>[O:2]=[C:3]([CH2:4][O:5][c:6]1[c:7]2[c:8]([CH3:26])[c:9]([S:18][c:19]3[cH:20][cH:21][c:22]([Cl:25])[cH:23][cH:24]3)[c:10]([CH3:17])[n:11][c:12]2[c:13]([Cl:16])[cH:14][cH:15]1)[OH:27]. Starting materials: COC(CCCCCCCC=1OC(=CC1)COC(C)=O)=O (8-(5-Acetoxymethyl-2-furyl)-octanoic acid methyl ester), C([O-])([O-])=O.[K+].[K+] (potassium carbonate). Run in CO (methanol). The product is COC(CCCCCCCC=1OC(=CC1)CO)=O (8-(5-Hydroxymethyl-2-furyl)octanoic acid methyl ester). Yield: 76.3%. Reaction SMILES: [CH3:1][O:2][C:3](=[O:21])[CH2:4][CH2:5][CH2:6][CH2:7][CH2:8][CH2:9][CH2:10][C:11]1[O:12][C:13]([CH2:16][O:17]C(=O)C)=[CH:14][CH:15]=1.C(=O)([O-])[O-].[K+].[K+]>CO>[CH3:1][O:2][C:3](=[O:21])[CH2:4][CH2:5][CH2:6][CH2:7][CH2:8][CH2:9][CH2:10][C:11]1[O:12][C:13]([CH2:16][OH:17])=[CH:14][CH:15]=1 |f:1.2.3|. Procedure details: 8-(5-Acetoxymethyl-2-furyl)-octanoic acid methyl ester (25.00 g, 0.084 moles), 6% aqueous potassium carbonate (200 g), and methanol (750 ml) were stirred at room temperature for 30 minutes. The solution was concentrated to 1/5 of the volume by distillation from a water bath (40° C) under reduced pressure (60 mm Hg). The residue was diluted with water (400 ml) and extracted with two 500-ml portions of ether. The combined ethereal extracts were washed with water (300 ml) and dried over magnesium s... Starting materials: dianhydrides, ClC=1C=C(C(=CC1)C)C (4-chloro-o-xylene), C(C(=O)Cl)(=O)Cl (oxalyl chloride), C1=CC2=C(C=C1C(=O)C3=CC4=C(C=C3)C(=O)OC4=O)C(=O)OC2=O (3,3',4,4'-benzophenonetetracarboxylic dianhydride), 2,2'-Dichloro-4,4',5,5'-benzophenone. The product is ClC1=C(C(=O)C2=C(C=C(C(=C2)C)C)Cl)C=C(C(=C1)C)C (2,2'dichloro-4,4',5,5',-tetramehtylbenzophenone). Reaction SMILES: [CH:1]1[C:6]([C:7](C2C=CC3C(OC(=O)C=3C=2)=O)=[O:8])=[CH:5][C:4]2[C:20](O[C:23](=O)[C:3]=2[CH:2]=1)=O.[Cl:25][C:26]1[CH:27]=[C:28]([CH3:33])[C:29]([CH3:32])=[CH:30][CH:31]=1.C(Cl)(=O)C([Cl:37])=O>>[Cl:25][C:26]1[CH:27]=[C:28]([CH3:33])[C:29]([CH3:32])=[CH:30][C:31]=1[C:7]([C:6]1[CH:5]=[C:4]([CH3:20])[C:3]([CH3:23])=[CH:2][C:1]=1[Cl:37])=[O:8]. Reported procedure: Specific benzophenonetetracarboxylic dianhydrides preferred in this invention are readily available from commercial sources or synthesis. For instance, 3,3',4,4'-benzophenonetetracarboxylic dianhydride (D1) is available from Aldrich Chemical Co., Inc. (1001 W. St. Paul Ave., Milwaukee, Wis. 53233). 2,2'-Dichloro-4,4',5,5'-benzophenone tetracarboxylic dianhydride (D2) is available from 4-chloro-o-xylene by Friedel-Crafts acylation with oxalyl chloride to give 2,2'dichloro-4,4',5,5',-tetramehtylbe... Reported procedure: N-Ethyl-2,3-dihydro-1,4-benzodioxin-2-methanamine (4.67 g, 24.2 mmole), 7-(3-bromopropoxy)coumarin (6.92 g, 24.4 mmole), and diisopropylethylamine (6.70 ml, 38.5 mmole) were combined in 300 ml of DMF and heated at 76° C. for 24 hours under a nitrogen atmosphere. The solvent was then removed in vacuum and replaced with dichloromethane. The mixture was washed with an equal volume of saturated aqueous sodium bicarbonate, dried over magnesium sulfate, filtered and concentrated in vacuum. The residue... Yields the product O1C(COC2=C1C=CC=C2)CN(CCCOC2=CC1=C(C=CC(O1)=O)C=C2)CC (7-[3-[[(2,3-Dihydro-1,4-benzodioxin-2-yl)methyl]ethylamino]propoxy]-2H-1-benzopyran-2-one). The solvent is CN(C)C=O (DMF). Reactants: C(C)NCC1COC2=C(O1)C=CC=C2 (N-Ethyl-2,3-dihydro-1,4-benzodioxin-2-methanamine), BrCCCOC1=CC=C2C=CC(OC2=C1)=O (7-(3-bromopropoxy)coumarin), C(C)(C)N(CC)C(C)C (diisopropylethylamine). Run at temperature 76 celsius. Yield: 51.6%. Reaction SMILES: [CH2:1]([NH:3][CH2:4][CH:5]1[O:10][C:9]2[CH:11]=[CH:12][CH:13]=[CH:14][C:8]=2[O:7][CH2:6]1)[CH3:2].Br[CH2:16][CH2:17][CH2:18][O:19][C:20]1[CH:29]=[C:28]2[C:23]([CH:24]=[CH:25][C:26](=[O:30])[O:27]2)=[CH:22][CH:21]=1.C(N(C(C)C)CC)(C)C>CN(C=O)C>[O:10]1[C:9]2[CH:11]=[CH:12][CH:13]=[CH:14][C:8]=2[O:7][CH2:6][CH:5]1[CH2:4][N:3]([CH2:1][CH3:2])[CH2:16][CH2:17][CH2:18][O:19][C:20]1[CH:21]=[CH:22][C:23]2[CH:24]=[CH:25][C:26](=[O:30])[O:27][C:28]=2[CH:29]=1. Reactants: CC(C)(C)NCC(=O)O, O=C(Cl)OCc1ccccc1, Cl. Product: CC(C)(C)N(CC(=O)O)C(=O)OCc1ccccc1. Reaction SMILES: [C:2]([CH3:3])([CH3:4])([CH3:5])[NH:6][CH2:7][C:8](=[O:9])[OH:10].[Cl:11][C:12](=[O:13])[O:14][CH2:15][c:16]1[cH:17][cH:18][cH:19][cH:20][cH:21]1.[ClH:1]>>[C:2]([CH3:3])([CH3:4])([CH3:5])[N:6]([CH2:7][C:8](=[O:9])[OH:10])[C:12](=[O:13])[O:14][CH2:15][c:16]1[cH:17][cH:18][cH:19][cH:20][cH:21]1.